This data is from the Open Reaction Database (ORD), a public repository of structured organic reaction records. The task is: describe an organic reaction: reactants, conditions, products, and yield Reactants: NC=1N=NC(=CC1)Br (3-Amino-6-bromopyridazine), COC(N(C)C)OC (dimethylformamide dimethylacetal). The solvent is EtOAc hexanes. The product is BrC1=CC=C(N=N1)/N=C/N(C)C ((E)-N′-(6-bromopyridazin-3-yl)-N,N-dimethylformimidamide). The yield is 74.5%. As a reaction SMILES: [NH2:1][C:2]1[N:3]=[N:4][C:5]([Br:8])=[CH:6][CH:7]=1.CO[CH:11](OC)[N:12]([CH3:14])[CH3:13]>>[Br:8][C:5]1[N:4]=[N:3][C:2](/[N:1]=[CH:11]/[N:12]([CH3:14])[CH3:13])=[CH:7][CH:6]=1. Procedure details: 3-Amino-6-bromopyridazine (5.0 g, 28.7 mmol) was heated and stirred with dimethylformamide dimethylacetal (5.36 g, 6.0 mL, 45.0 mmol) under nitrogen at 110° C. for 3 h. The brown homogeneous reaction mixture was cooled to room temperature. The resulting heterogeneous slurry was stirred in EtOAc/hexanes (1:1, 75 mL) and filtered. The filtered solid was suction dried to obtain apparently (E)-N′-(6-bromopyridazin-3-yl)-N,N-dimethylformimidamide (4.9 g) as a pale pink crystalline solid. 1H NMR (300 ...